Dataset: the Open Reaction Database (ORD), a public repository of structured organic reaction records. Task: describe an organic reaction: reactants, conditions, products, and yield The reactants are CCO, CCOC(=O)CCc1ccc(CC(NS(=O)(=O)c2ccc(Cl)cc2)c2cccnc2)cc1, [Na+], C1CCOC1, [OH-]. Yields the product O=C(O)CCc1ccc(CC(NS(=O)(=O)c2ccc(Cl)cc2)c2cccnc2)cc1. Reaction SMILES: [CH3:35][CH2:36][OH:37].[Cl:1][c:2]1[cH:3][cH:4][c:5]([S:8](=[O:9])(=[O:10])[NH:11][CH:12]([CH2:13][c:14]2[cH:15][cH:16][c:17]([CH2:20][CH2:21][C:22](=[O:23])[O:24][CH2:25][CH3:26])[cH:18][cH:19]2)[c:27]2[cH:28][n:29][cH:30][cH:31][cH:32]2)[cH:6][cH:7]1.[Na+:34].[O:38]1[CH2:39][CH2:40][CH2:41][CH2:42]1.[OH-:33]>>[Cl:1][c:2]1[cH:3][cH:4][c:5]([S:8](=[O:9])(=[O:10])[NH:11][CH:12]([CH2:13][c:14]2[cH:15][cH:16][c:17]([CH2:20][CH2:21][C:22](=[O:23])[OH:24])[cH:18][cH:19]2)[c:27]2[cH:28][n:29][cH:30][cH:31][cH:32]2)[cH:6][cH:7]1. Starting materials: C(C)OC(=O)C1=NC(=NO1)C1=NC(=NC(=N1)N)N(C1=CC=CC=C1)C (3-[4-Amino-6-(methyl-phenyl-amino)-[1,3,5]triazin-2-yl]-[1,2,4]oxadiazole-5-carboxylic acid ethyl ester), C(C1=CC=CC=C1)N (benzylamine). The solvent is C(C)O (ethanol). Yields the product C(C1=CC=CC=C1)NC(=O)C1=NC(=NO1)C1=NC(=NC(=N1)N)N(C1=CC=CC=C1)C (3-[4-Amino-6-(methyl-phenyl-amino)-[1,3,5]triazin-2-yl]-[1,2,4]oxadiazole-5-carboxylic acid benzylamide). Isolated yield 85.0%. RXN SMILES: C(O[C:4]([C:6]1[O:10][N:9]=[C:8]([C:11]2[N:16]=[C:15]([NH2:17])[N:14]=[C:13]([N:18]([CH3:25])[C:19]3[CH:24]=[CH:23][CH:22]=[CH:21][CH:20]=3)[N:12]=2)[N:7]=1)=[O:5])C.[CH2:26]([NH2:33])[C:27]1[CH:32]=[CH:31][CH:30]=[CH:29][CH:28]=1>C(O)C>[CH2:26]([NH:33][C:4]([C:6]1[O:10][N:9]=[C:8]([C:11]2[N:16]=[C:15]([NH2:17])[N:14]=[C:13]([N:18]([CH3:25])[C:19]3[CH:24]=[CH:23][CH:22]=[CH:21][CH:20]=3)[N:12]=2)[N:7]=1)=[O:5])[C:27]1[CH:32]=[CH:31][CH:30]=[CH:29][CH:28]=1. Reported procedure: 3-[4-Amino-6-(methyl-phenyl-amino)-[1,3,5]triazin-2-yl]-[1,2,4]oxadiazole-5-carboxylic acid ethyl ester (prepared in an analogous manner to Example 73, Example 73, 80 mg, 230 μmol), benzylamine (50 μL, 230 μmol) and ethanol (4 mL) were heated under reflux for 4 h. After evaporation of the solvent, the crude residue was loaded onto a 5 g isolute pre-pack silica column in a minimal amount of DCM and eluted with 10-30% ethyl acetate-heptane to give the title compound (79 mg, 85%).